Dataset: the Open Reaction Database (ORD), a public repository of structured organic reaction records. Task: describe an organic reaction: reactants, conditions, products, and yield As a reaction SMILES: [CH2:35]([OH:36])[CH2:37][CH2:38][CH3:39].[CH:16]([CH3:17])([CH3:18])[O:19][c:20]1[cH:21][c:22]([NH2:25])[n:23][nH:24]1.[CH:26]([N:27]([CH2:28][CH3:29])[CH:30]([CH3:31])[CH3:32])([CH3:33])[CH3:34].[Cl:1][c:2]1[n:3][c:4]([Cl:15])[c:5]([F:14])[c:6]([N:8]([S:9](=[O:10])(=[O:11])[CH3:12])[CH3:13])[n:7]1>>[Cl:1][c:2]1[n:3][c:4]([NH:25][c:22]2[cH:21][c:20]([O:19][CH:16]([CH3:17])[CH3:18])[nH:24][n:23]2)[c:5]([F:14])[c:6]([N:8]([S:9](=[O:10])(=[O:11])[CH3:12])[CH3:13])[n:7]1. The reactants are CCCCO, CC(C)Oc1cc(N)n[nH]1, CCN(C(C)C)C(C)C, CN(c1nc(Cl)nc(Cl)c1F)S(C)(=O)=O. Yields the product CC(C)Oc1cc(Nc2nc(Cl)nc(N(C)S(C)(=O)=O)c2F)n[nH]1. Starting materials: C(CCCCCCCCC)OC=1C=C(C=CC1O)N=NC1=CC=CC=C1 (3-n-decyloxy-4-hydroxyazobenzene), [OH-].[Na+] (sodium hydroxide), C1(=CC=CC=C1)C (toluene), O (water), C1(=CC=CC=C1)C (toluene). Conditions: time 2 hour. The product is C(CCCCCCCCC)OC=1C=C(C=CC1OCC1CC1)N=NC1=CC=CC=C1 (3-n-decyloxy-4-cyclopropylmethoxyazobenzene). RXN SMILES: [CH2:1]([O:11][C:12]1[CH:13]=[C:14]([N:19]=[N:20][C:21]2[CH:26]=[CH:25][CH:24]=[CH:23][CH:22]=2)[CH:15]=[CH:16][C:17]=1[OH:18])[CH2:2][CH2:3][CH2:4][CH2:5][CH2:6][CH2:7][CH2:8][CH2:9][CH3:10].[OH-].[Na+].O.[C:30]1([CH3:36])[CH:35]=[CH:34]C=CC=1>>[CH2:1]([O:11][C:12]1[CH:13]=[C:14]([N:19]=[N:20][C:21]2[CH:26]=[CH:25][CH:24]=[CH:23][CH:22]=2)[CH:15]=[CH:16][C:17]=1[O:18][CH2:36][CH:30]1[CH2:35][CH2:34]1)[CH2:2][CH2:3][CH2:4][CH2:5][CH2:6][CH2:7][CH2:8][CH2:9][CH3:10] |f:1.2|. Procedure: A suspension of 35.4 g of 3-n-decyloxy-4-hydroxyazobenzene and 4 g of pulverised sodium hydroxide in 500 ml of toluene is heated on a water separator until pure toluene distills over. To the mixture there are then added 100 ml of dimethylformamide (anhydrous) and 0.5 g of sodium iodide. The toluene is removed by distillation from the reaction mixture (internal temperature 130°). At 80° there is subsequently added 11 g of cyclopropylmethyl chloride whilst stirring is maintained. After slow heatin...